From a dataset of the Open Reaction Database (ORD), a public repository of structured organic reaction records. describe an organic reaction: reactants, conditions, products, and yield Starting materials: CC(C)(C)C(=O)OCc1cccc(Cl)c1NC(=O)c1cnc(NC(c2ccccc2)(c2ccccc2)c2ccccc2)s1, CCO, O=CO. Product: CC(C)(C)C(=O)OCc1cccc(Cl)c1NC(=O)c1cnc(N)s1. RXN SMILES: [C:1]([C:2]([CH3:3])([CH3:4])[CH3:5])(=[O:6])[O:7][CH2:8][c:9]1[c:10]([NH:16][C:17](=[O:18])[c:19]2[cH:20][n:21][c:22]([NH:24][C:25]([c:26]3[cH:27][cH:28][cH:29][cH:30][cH:31]3)([c:32]3[cH:33][cH:34][cH:35][cH:36][cH:37]3)[c:38]3[cH:39][cH:40][cH:41][cH:42][cH:43]3)[s:23]2)[c:11]([Cl:15])[cH:12][cH:13][cH:14]1.[CH3:47][CH2:48][OH:49].[CH:44]([OH:45])=[O:46]>>[C:1]([C:2]([CH3:3])([CH3:4])[CH3:5])(=[O:6])[O:7][CH2:8][c:9]1[c:10]([NH:16][C:17](=[O:18])[c:19]2[cH:20][n:21][c:22]([NH2:24])[s:23]2)[c:11]([Cl:15])[cH:12][cH:13][cH:14]1.